This data is from the Open Reaction Database (ORD), a public repository of structured organic reaction records. The task is: describe an organic reaction: reactants, conditions, products, and yield Reactants: CS(C)=O, O=Cc1snc(Cl)c1Cl, [Na], O, O=S(O)c1ccccc1. The product is O=Cc1snc(Cl)c1S(=O)(=O)c1ccccc1. RXN SMILES: [CH3:20][S:21](=[O:22])[CH3:23].[Cl:1][c:2]1[n:3][s:4][c:5]([CH:8]=[O:9])[c:6]1[Cl:7].[Na:10].[OH2:24].[c:11]1([S:17](=[O:18])[OH:19])[cH:12][cH:13][cH:14][cH:15][cH:16]1>>[Cl:1][c:2]1[n:3][s:4][c:5]([CH:8]=[O:9])[c:6]1[S:17]([c:11]1[cH:12][cH:13][cH:14][cH:15][cH:16]1)(=[O:18])=[O:19].